This data is from the Open Reaction Database (ORD), a public repository of structured organic reaction records. The task is: describe an organic reaction: reactants, conditions, products, and yield Reactants: 0.3m, C(=O)(OCC)C1CNCCC1=O (3-carbethoxy-4piperidone), CC=1C=C(C=CC1C)O (3,4-dimethyl phenol), 0.2m. Product: CC1=CC2=C(C=C1C)C1=C(CNCC1)C(O2)=O (1,2,3,4-Tetrahydro-8,9-dimethyl-5H-[1]benzopyrano[3,4-c]pyridin-5-one). RXN SMILES: [CH3:1][C:2]1[CH:3]=[C:4]([OH:9])[CH:5]=[CH:6][C:7]=1[CH3:8].[C:10]([CH:15]1[C:20](=O)[CH2:19][CH2:18][NH:17][CH2:16]1)(OCC)=[O:11]>>[CH3:1][C:2]1[C:7]([CH3:8])=[CH:6][C:5]2[C:20]3[CH2:19][CH2:18][NH:17][CH2:16][C:15]=3[C:10](=[O:11])[O:9][C:4]=2[CH:3]=1. Procedure details: In the same way as described for example 1, 0.3m of 3,4-dimethyl phenol, 0.2m of 3-carbethoxy-4piperidone were reacted to give 8.4g of crude product. Crystallization from ethyl acetate afforded analytical material, m.p. 173°-5° C. Starting materials: ClCCl, CC(C)(CO)NC(=O)c1c(F)cc(F)cc1F, O=S(Cl)Cl. Yields the product CC1(C)COC(c2c(F)cc(F)cc2F)=N1. As a reaction SMILES: [Cl:22][CH2:23][Cl:24].[F:1][c:2]1[c:3]([C:4](=[O:5])[NH:6][C:7]([CH2:8][OH:9])([CH3:10])[CH3:11])[c:12]([F:17])[cH:13][c:14]([F:16])[cH:15]1.[S:18]([Cl:19])([Cl:20])=[O:21]>>[F:1][c:2]1[c:3]([C:4]2=[N:6][C:7]([CH3:10])([CH3:11])[CH2:8][O:9]2)[c:12]([F:17])[cH:13][c:14]([F:16])[cH:15]1.